This data is from the Open Reaction Database (ORD), a public repository of structured organic reaction records. The task is: describe an organic reaction: reactants, conditions, products, and yield The reactants are amide, C1(CCCCCC1)N1C(=CC2=C1N=C(N=C2)NC2=NC=C(C(=O)O)C=C2)C(N(C)C)=O (6-(7-Cycloheptyl-6-dimethylcarbamoyl-7H-pyrrolo[2,3-d]pyrimidin-2-ylamino)-nicotinic acid), C(C)(C)(C)OC(=O)N1C2CNC(C1)C2 (2,5-Diaza-bicyclo[2.2.1]heptane-2-carboxylic acid tert-butyl ester). Yields the product C(C)(C)(C)OC(=O)N1C2CN(C(C1)C2)C(=O)C=2C=NC(=CC2)NC=2N=CC1=C(N2)N(C(=C1)C(N(C)C)=O)C1CCCCCC1 (5-[6-(7-Cycloheptyl-6-dimethylcarbamoyl-7H-pyrrolo[2,3-d]pyrimidin-2-ylamino)-pyridine-3-carbonyl]-2,5-diaza-bicyclo[2.2.1]heptane-2-carboxylic acid tert-butyl ester). Isolated yield 72.6%. Reaction SMILES: [CH:1]1([N:8]2[C:12]3[N:13]=[C:14]([NH:17][C:18]4[CH:26]=[CH:25][C:21]([C:22]([OH:24])=O)=[CH:20][N:19]=4)[N:15]=[CH:16][C:11]=3[CH:10]=[C:9]2[C:27](=[O:31])[N:28]([CH3:30])[CH3:29])[CH2:7][CH2:6][CH2:5][CH2:4][CH2:3][CH2:2]1.[C:32]([O:36][C:37]([N:39]1[CH2:44][CH:43]2[CH2:45][CH:40]1[CH2:41][NH:42]2)=[O:38])([CH3:35])([CH3:34])[CH3:33]>>[C:32]([O:36][C:37]([N:39]1[CH2:44][CH:43]2[CH2:45][CH:40]1[CH2:41][N:42]2[C:22]([C:21]1[CH:20]=[N:19][C:18]([NH:17][C:14]2[N:15]=[CH:16][C:11]3[CH:10]=[C:9]([C:27](=[O:31])[N:28]([CH3:29])[CH3:30])[N:8]([CH:1]4[CH2:7][CH2:6][CH2:5][CH2:4][CH2:3][CH2:2]4)[C:12]=3[N:13]=2)=[CH:26][CH:25]=1)=[O:24])=[O:38])([CH3:35])([CH3:33])[CH3:34]. Procedure details: Following general amide formation method 1, 6-(7-Cycloheptyl-6-dimethylcarbamoyl-7H-pyrrolo[2,3-d]pyrimidin-2-ylamino)-nicotinic acid (52.5 mg, 0.124 mmol, 1.0 eq) was combined with 2,5-Diaza-bicyclo[2.2.1]heptane-2-carboxylic acid tert-butyl ester (32.0 mg, 0.162 mmol, 1.5 eq) which gave 5-[6-(7-Cycloheptyl-6-dimethylcarbamoyl-7H-pyrrolo[2,3-d]pyrimidin-2-ylamino)-pyridine-3-carbonyl]-2,5-diaza-bicyclo[2.2.1]heptane-2-carboxylic acid tert-butyl ester (59 mg, 0.09 mmol, 76% yield). 1H NMR (400 M... Starting materials: CC(=O)[O-], CC(=O)[O-], C=Cn1cnc2c(Nc3ccc(P(C)(C)=O)cc3)ncnc21, Cc1ccnc(Cl)c1I, CN(C)C=O, [Pd+2], Cc1ccccc1P(c1ccccc1C)c1ccccc1C. The product is Cc1ccnc(Cl)c1C=Cn1cnc2c(Nc3ccc(P(C)(C)=O)cc3)ncnc21. Reaction SMILES: [C:59]([O-:60])(=[O:61])[CH3:62].[C:64]([O-:65])(=[O:66])[CH3:67].[CH3:1][P:2](=[O:3])([CH3:4])[c:5]1[cH:6][cH:7][c:8]([NH:11][c:12]2[c:13]3[n:14][cH:15][n:16]([CH:21]=[CH2:22])[c:17]3[n:18][cH:19][n:20]2)[cH:9][cH:10]1.[Cl:23][c:24]1[n:25][cH:26][cH:27][c:28]([CH3:31])[c:29]1[I:30].[O:54]=[CH:55][N:56]([CH3:57])[CH3:58].[Pd+2:63].[c:32]1([CH3:33])[cH:34][cH:35][cH:36][cH:37][c:38]1[P:39]([c:40]1[cH:41][cH:42][cH:43][cH:44][c:45]1[CH3:46])[c:47]1[cH:48][cH:49][cH:50][cH:51][c:52]1[CH3:53]>>[CH3:1][P:2](=[O:3])([CH3:4])[c:5]1[cH:6][cH:7][c:8]([NH:11][c:12]2[c:13]3[n:14][cH:15][n:16]([CH:21]=[CH:22][c:29]4[c:24]([Cl:23])[n:25][cH:26][cH:27][c:28]4[CH3:31])[c:17]3[n:18][cH:19][n:20]2)[cH:9][cH:10]1. Conditions: time 40 minute. Reported procedure: To a suspension of 0.34 g of lithium aluminum hydride in 30 ml of tetrahydrofuran was added a solution of 1.20 g aluminium chloride in 60 ml of ether for 10 minutes. To the mixture was added a solution of 1.05 g of methyl 1-amino-4,5-dihydro-5-oxo-4-phenyl-thieno[2,3-c]isoquinoline-2-carboxylate in 60 ml of tetrahydrofuran for 50 minutes, which was prepared by Example 1, and the mixture was stirred for 40 minutes. To the reaction mixture was added 30 ml of a 5% sodium hydroxide aqueous solution,... Starting materials: [Cl-].[Al+3].[Cl-].[Cl-] (aluminium chloride), NC1=C(SC=2N(C(C=3C=CC=CC3C21)=O)C2=CC=CC=C2)C(=O)OC (methyl 1-amino-4,5-dihydro-5-oxo-4-phenyl-thieno[2,3-c]isoquinoline-2-carboxylate), [OH-].[Na+] (sodium hydroxide), [H-].[Al+3].[Li+].[H-].[H-].[H-] (lithium aluminum hydride). Isolated yield 17.9%. RXN SMILES: [H-].[Al+3].[Li+].[H-].[H-].[H-].[Cl-].[Al+3].[Cl-].[Cl-].[NH2:11][C:12]1[C:24]2[C:23]3[CH:22]=[CH:21][CH:20]=[CH:19][C:18]=3[C:17](=O)[N:16]([C:26]3[CH:31]=[CH:30][CH:29]=[CH:28][CH:27]=3)[C:15]=2[S:14][C:13]=1[C:32]([O:34][CH3:35])=[O:33].[OH-].[Na+]>O1CCCC1.CCOCC>[NH2:11][C:12]1[C:24]2[C:23]3[CH:22]=[CH:21][CH:20]=[CH:19][C:18]=3[CH2:17][N:16]([C:26]3[CH:31]=[CH:30][CH:29]=[CH:28][CH:27]=3)[C:15]=2[S:14][C:13]=1[C:32]([O:34][CH3:35])=[O:33] |f:0.1.2.3.4.5,6.7.8.9,11.12|. Yields the product NC1=C(SC=2N(CC=3C=CC=CC3C21)C2=CC=CC=C2)C(=O)OC (Methyl 1-amino-4,5-dihydro-4-phenyl-thieno[2,3-c]isoquinoline-2-carboxylate). The solvent is CCOCC (ether), O1CCCC1 (tetrahydrofuran), O1CCCC1 (tetrahydrofuran). Reactants: COC=1C=C2C=C(NC2=CC1)C1=CC=C(C=C1)OC (5-methoxy 2-(4 methoxyphenyl)indole), B(Br)(Br)Br (BBr3). Solvent: C(Cl)Cl (CH2Cl2), C(=O)(O)[O-].[Na+] (NaHCO3). Reaction conditions: temperature 0 celsius. The product is OC=1C=C2C=C(NC2=CC1)C1=CC=C(C=C1)O (5-hydroxy 2-(4-hydroxyphenyl)indole). Isolated yield 79.1%. As a reaction SMILES: C[O:2][C:3]1[CH:4]=[C:5]2[C:9](=[CH:10][CH:11]=1)[NH:8][C:7]([C:12]1[CH:17]=[CH:16][C:15]([O:18]C)=[CH:14][CH:13]=1)=[CH:6]2.B(Br)(Br)Br>C(Cl)Cl.C([O-])(O)=O.[Na+]>[OH:2][C:3]1[CH:4]=[C:5]2[C:9](=[CH:10][CH:11]=1)[NH:8][C:7]([C:12]1[CH:17]=[CH:16][C:15]([OH:18])=[CH:14][CH:13]=1)=[CH:6]2 |f:3.4|. Procedure details: Five g (18.7 mmol) of 5-methoxy 2-(4 methoxyphenyl)indole was dissolved in 30 mL CH2Cl2 under argon, cooled on dry ice/acetone and 70 mL 1 M BBr3 were added with stirring. The solution was warmed to 0° C. for 30 min. It was then stirred at room temperature overnight. The reaction mixture was suspended in sat. NaHCO3 solution and extracted with CH2Cl2 (2×). The organic extract was washed with brine and dried over Na2SO4. Removal of the solvent in vacuo and flash chromatography (5% MeOH in CH2Cl2)...